From a dataset of the Open Reaction Database (ORD), a public repository of structured organic reaction records. describe an organic reaction: reactants, conditions, products, and yield The reactants are O=C([O-])O, C=C1CCN(C(=O)OC(C)(C)C)CC1, CO, [Na+]. Product: CC(C)(C)OC(=O)N1CCC2(CC1)CO2. Reaction SMILES: [C:15]([O-:16])(=[O:17])[OH:18].[CH2:1]=[C:2]1[CH2:3][CH2:4][N:5]([C:8](=[O:9])[O:10][C:11]([CH3:12])([CH3:13])[CH3:14])[CH2:6][CH2:7]1.[CH3:20][OH:21].[Na+:19]>>[CH2:1]1[C:2]2([CH2:3][CH2:4][N:5]([C:8](=[O:9])[O:10][C:11]([CH3:12])([CH3:13])[CH3:14])[CH2:6][CH2:7]2)[O:16]1. Starting materials: NC=1N(N=C2N(C(N(C(C21)=O)CCC)=O)CC2=CC=CC=C2)CC(=O)C2=CC(=CC=C2)OC (3-Amino-7-benzyl-2-(3-methoxyphenacyl)-5-propyl-2H-pyrazolo[3,4-d]pyrimidine-4,6(5H,7H)-dione), C1(=CC=C(C=C1)S(=O)(=O)O)C (p-toluenesulfonic acid). The solvent is C1(=CC=CC=C1)C (toluene). The product is C(C1=CC=CC=C1)N1C(N(C(C=2C1=NN1C2NC(=C1)C1=CC(=CC=C1)OC)=O)CCC)=O (1-Benzyl-6-(3-methoxyphenyl)-3-propyl-1,2,3,4-tetrahydro-5H-imidazo [2',1':5,1]pyrazolo[3,4-d]pyrimidine-2,4-dione). Yield: 74.6%. RXN SMILES: [NH2:1][C:2]1[N:3]([CH2:23][C:24]([C:26]2[CH:31]=[CH:30][CH:29]=[C:28]([O:32][CH3:33])[CH:27]=2)=O)[N:4]=[C:5]2[C:10]=1[C:9](=[O:11])[N:8]([CH2:12][CH2:13][CH3:14])[C:7](=[O:15])[N:6]2[CH2:16][C:17]1[CH:22]=[CH:21][CH:20]=[CH:19][CH:18]=1.C1(C)C=CC(S(O)(=O)=O)=CC=1>C1(C)C=CC=CC=1>[CH2:16]([N:6]1[C:5]2=[N:4][N:3]3[CH:23]=[C:24]([C:26]4[CH:31]=[CH:30][CH:29]=[C:28]([O:32][CH3:33])[CH:27]=4)[NH:1][C:2]3=[C:10]2[C:9](=[O:11])[N:8]([CH2:12][CH2:13][CH3:14])[C:7]1=[O:15])[C:17]1[CH:22]=[CH:21][CH:20]=[CH:19][CH:18]=1. Procedure details: 3-Amino-7-benzyl-2-(3-methoxyphenacyl)-5-propyl-2H-pyrazolo[3,4-d]pyrimidine-4,6(5H,7H)-dione (1.16 g) and p-toluenesulfonic acid (0.1 g) were dissolved in toluene (50 ml) and the solution was refluxed for 3 hours. The reaction solution was concentrated and to the concentrate was added methanol. Precipitating crystals were collected by filtration to obtain pale yellow crystals (0.83 g, 75%), m.p. 249°-250° C. Reactants: O=C(c1cccnc1Oc1cc(Cl)c(Br)cc1Cl)N1CCN(C2CC2)c2ccccc21, C=CC(=O)OCC, CCC#N, CCN(C(C)C)C(C)C, CC(=O)[O-], CC(=O)[O-], [Pd+2], Cc1ccccc1P(c1ccccc1C)c1ccccc1C. The product is CCOC(=O)C=Cc1cc(Cl)c(Oc2ncccc2C(=O)N2CCN(C3CC3)c3ccccc32)cc1Cl. RXN SMILES: [Br:1][c:2]1[cH:3][c:4]([Cl:31])[c:5]([O:6][c:7]2[n:8][cH:9][cH:10][cH:11][c:12]2[C:13](=[O:14])[N:15]2[CH2:16][CH2:17][N:18]([CH:25]3[CH2:26][CH2:27]3)[c:19]3[cH:20][cH:21][cH:22][cH:23][c:24]32)[cH:28][c:29]1[Cl:30].[C:41]([CH:42]=[CH2:43])(=[O:44])[O:45][CH2:46][CH3:47].[C:70](#[N:71])[CH2:72][CH3:73].[CH2:32]([N:33]([CH:34]([CH3:35])[CH3:36])[CH:37]([CH3:38])[CH3:39])[CH3:40].[O-:75][C:76]([CH3:77])=[O:78].[O-:79][C:80]([CH3:81])=[O:82].[Pd+2:74].[c:48]1([CH3:49])[cH:50][cH:51][cH:52][cH:53][c:54]1[P:55]([c:56]1[cH:57][cH:58][cH:59][cH:60][c:61]1[CH3:62])[c:63]1[cH:64][cH:65][cH:66][cH:67][c:68]1[CH3:69]>>[c:2]1([CH:43]=[CH:42][C:41](=[O:44])[O:45][CH2:46][CH3:47])[cH:3][c:4]([Cl:31])[c:5]([O:6][c:7]2[n:8][cH:9][cH:10][cH:11][c:12]2[C:13](=[O:14])[N:15]2[CH2:16][CH2:17][N:18]([CH:25]3[CH2:26][CH2:27]3)[c:19]3[cH:20][cH:21][cH:22][cH:23][c:24]32)[cH:28][c:29]1[Cl:30]. The reactants are CNC, Cc1cc(C(=O)O)cc(C)c1-n1cc(-c2nc(C3CCOCC3)oc2-c2ccc(F)cc2F)ccc1=O. Yields the product Cc1cc(C(=O)N(C)C)cc(C)c1-n1cc(-c2nc(C3CCOCC3)oc2-c2ccc(F)cc2F)ccc1=O. Reaction SMILES: [CH3:38][NH:39][CH3:40].[F:1][c:2]1[c:3](-[c:9]2[c:10](-[c:20]3[cH:21][cH:22][c:23](=[O:37])[n:24](-[c:26]4[c:27]([CH3:36])[cH:28][c:29]([C:30](=[O:31])[OH:32])[cH:33][c:34]4[CH3:35])[cH:25]3)[n:11][c:12]([CH:14]3[CH2:15][CH2:16][O:17][CH2:18][CH2:19]3)[o:13]2)[cH:4][cH:5][c:6]([F:8])[cH:7]1>>[F:1][c:2]1[c:3](-[c:9]2[c:10](-[c:20]3[cH:21][cH:22][c:23](=[O:37])[n:24](-[c:26]4[c:27]([CH3:36])[cH:28][c:29]([C:30](=[O:31])[N:39]([CH3:38])[CH3:40])[cH:33][c:34]4[CH3:35])[cH:25]3)[n:11][c:12]([CH:14]3[CH2:15][CH2:16][O:17][CH2:18][CH2:19]3)[o:13]2)[cH:4][cH:5][c:6]([F:8])[cH:7]1.